Task: describe an organic reaction: reactants, conditions, products, and yield. Dataset: the Open Reaction Database (ORD), a public repository of structured organic reaction records Reactants: COCCCOS(=O)(=O)C1=CC=C(C=C1)C (toluene-4-sulfonic acid 3-methoxy-propyl ester), C(C)(C)(C)OC(=O)N1CCC(CC1)SC(C)=O (4-acetylsulfanyl-piperidine-1-carboxylic acid tert-butyl ester), C[O-].[Na+] (sodium methoxide). The solvent is CO (MeOH), O (water), CO (MeOH), CO (MeOH). Conditions: time 15 minute. Yields the product C(C)(C)(C)OC(=O)N1CCC(CC1)SCCCOC (4-(3-methoxy-propylsulfanyl)-piperidine-1-carboxylic acid tert-butyl ester). RXN SMILES: [C:1]([O:5][C:6]([N:8]1[CH2:13][CH2:12][CH:11]([S:14][C:15](=O)[CH3:16])[CH2:10][CH2:9]1)=[O:7])([CH3:4])([CH3:3])[CH3:2].C[O-].[Na+].[CH3:21][O:22][CH2:23]CCOS(C1C=CC(C)=CC=1)(=O)=O>CO.O>[C:1]([O:5][C:6]([N:8]1[CH2:13][CH2:12][CH:11]([S:14][CH2:15][CH2:16][CH2:21][O:22][CH3:23])[CH2:10][CH2:9]1)=[O:7])([CH3:4])([CH3:3])[CH3:2] |f:1.2|. Procedure details: Amine preparation: A mixture of 4-methanesulfonyloxy-piperidine-1-carboxylic acid tert-butyl ester (2.82 g) and potassium thioacetate (2.31 g) was heated to 60° C. in DMF (10 mL). After 4 h, the reaction mixture was diluted with water, extracted with ethyl acetate, dried (MgSO4), filtered and concentrated in vacuo and then purified by flash chromatography to give 4-acetylsulfanyl-piperidine-1-carboxylic acid tert-butyl ester (1.80 g). To a solution of 4-acetylsulfanyl-piperidine-1-carboxylic aci...